This data is from the Open Reaction Database (ORD), a public repository of structured organic reaction records. The task is: describe an organic reaction: reactants, conditions, products, and yield Starting materials: OCCCBr, O=C(CC12CC3CC(CC(C3)C1)C2)Nc1ncnc2c1CCNC2, CCO, CCN(C(C)C)C(C)C. Product: O=C(CC12CC3CC(CC(C3)C1)C2)Nc1ncnc2c1CCN(CCCO)C2. Reaction SMILES: [Br:25][CH2:26][CH2:27][CH2:28][OH:29].[C:1]12([CH2:11][C:12](=[O:13])[NH:14][c:15]3[c:16]4[c:17]([n:18][cH:19][n:20]3)[CH2:21][NH:22][CH2:23][CH2:24]4)[CH2:2][CH:3]3[CH2:4][CH:5]([CH2:6][CH:7]([CH2:8]1)[CH2:9]3)[CH2:10]2.[CH3:39][CH2:40][OH:41].[CH:30]([N:31]([CH2:32][CH3:33])[CH:34]([CH3:35])[CH3:36])([CH3:37])[CH3:38]>>[C:1]12([CH2:11][C:12](=[O:13])[NH:14][c:15]3[c:16]4[c:17]([n:18][cH:19][n:20]3)[CH2:21][N:22]([CH2:26][CH2:27][CH2:28][OH:29])[CH2:23][CH2:24]4)[CH2:2][CH:3]3[CH2:4][CH:5]([CH2:6][CH:7]([CH2:8]1)[CH2:9]3)[CH2:10]2.